Dataset: the Open Reaction Database (ORD), a public repository of structured organic reaction records. Task: describe an organic reaction: reactants, conditions, products, and yield The reactants are NC12CC3(CC(CC(C1)C3)C2)NC(=O)C2=NC(=CC=C2)C (6-Methyl-pyridine-2-carboxylic acid (3-amino-adamantan-1-yl)-amide), CC1=CC=CC(=N1)C(=O)O (6-methyl-pyridine-2-carboxylic acid), Intermediate 2, Cl.COC(=O)C12CC3(CC(CC(C1)C3)C2)N (3-amino-adamantane-1-carboxylic acid methyl ester hydrochloride). Yields the product COC(=O)C12CC3(CC(CC(C1)C3)C2)NC(=O)C2=NC(=CC=C2)C (3-[(6-methyl-pyridine-2-carbonyl)-amino]-adamantane-1-carboxylic acid methyl ester). Yield: 75.0%. As a reaction SMILES: NC12CC3CC(CC(N[C:13]([C:15]4[CH:20]=[CH:19][CH:18]=[C:17]([CH3:21])[N:16]=4)=[O:14])(C3)C1)C2.Cl.[CH3:23][O:24][C:25]([C:27]12[CH2:36][CH:31]3[CH2:32][CH:33]([CH2:35][C:29]([NH2:37])([CH2:30]3)[CH2:28]1)[CH2:34]2)=[O:26].CC1N=C(C(O)=O)C=CC=1>>[CH3:23][O:24][C:25]([C:27]12[CH2:36][CH:31]3[CH2:32][CH:33]([CH2:35][C:29]([NH:37][C:13]([C:15]4[CH:20]=[CH:19][CH:18]=[C:17]([CH3:21])[N:16]=4)=[O:14])([CH2:30]3)[CH2:28]1)[CH2:34]2)=[O:26] |f:1.2|. Procedure: Intermediate 1 was also made via the same synthetic procedures for Intermediate 2 (see below). Starting from 3-amino-adamantane-1-carboxylic acid methyl ester hydrochloride (14.9 g, 60.8 mmol), coupling with 6-methyl-pyridine-2-carboxylic acid afforded 3-[(6-methyl-pyridine-2-carbonyl)-amino]-adamantane-1-carboxylic acid methyl ester (14.9 g, 75%). The methyl ester was then hydrolyzed to give 3-[(6-methyl-pyridine-2-carbonyl)-amino]-adamantane-1-carboxylic acid (12.2 g, 86%). Finally, the Curtiu...